Dataset: the Open Reaction Database (ORD), a public repository of structured organic reaction records. Task: describe an organic reaction: reactants, conditions, products, and yield The reactants are CC1=CC=C(C=C1)CC(C)=O (3-(4-methylphenyl)-2-propanone), OC=1C=C(C=O)C=C(C1O)[N+](=O)[O-] (3,4-dihydroxy-5-nitrobenzaldehyde). Yields the product OC=1C=C(C=C(C1O)[N+](=O)[O-])C=C(C(C)=O)C1=CC=C(C=C1)C (4-(3,4-Dihydroxy-5-nitrophenyl)-3-(4-methylphenyl)-3-buten-2-one). RXN SMILES: [CH3:1][C:2]1[CH:7]=[CH:6][C:5]([CH2:8][C:9](=[O:11])[CH3:10])=[CH:4][CH:3]=1.[OH:12][C:13]1[CH:14]=[C:15]([CH:18]=[C:19]([N+:22]([O-:24])=[O:23])[C:20]=1[OH:21])[CH:16]=O>>[OH:12][C:13]1[CH:14]=[C:15]([CH:16]=[C:8]([C:5]2[CH:6]=[CH:7][C:2]([CH3:1])=[CH:3][CH:4]=2)[C:9](=[O:11])[CH3:10])[CH:18]=[C:19]([N+:22]([O-:24])=[O:23])[C:20]=1[OH:21]. Procedure details: The procedure described in Example 1 was repeated by using 0.81 g of 3-(4-methylphenyl)-2-propanone and 0.92 g of 3,4-dihydroxy-5-nitrobenzaldehyde. Yield 0.82 g, mp 189°-194° C. The reactants are CCn1cc(C(=O)O)c(C)n1, NCC1CC2CC2N1C(=O)c1nc(N)sc1-c1cccc(F)c1. Product: CCn1cc(C(=O)NCC2CC3CC3N2C(=O)c2nc(N)sc2-c2cccc(F)c2)c(C)n1. As a reaction SMILES: [CH2:24]([CH3:25])[n:26]1[n:27][c:28]([CH3:34])[c:29]([C:31](=[O:32])[OH:33])[cH:30]1.[NH2:1][c:2]1[s:3][c:4](-[c:17]2[cH:18][c:19]([F:23])[cH:20][cH:21][cH:22]2)[c:5]([C:7](=[O:8])[N:9]2[CH:10]3[CH2:11][CH:12]3[CH2:13][CH:14]2[CH2:15][NH2:16])[n:6]1>>[NH2:1][c:2]1[s:3][c:4](-[c:17]2[cH:18][c:19]([F:23])[cH:20][cH:21][cH:22]2)[c:5]([C:7](=[O:8])[N:9]2[CH:10]3[CH2:11][CH:12]3[CH2:13][CH:14]2[CH2:15][NH:16][C:31]([c:29]2[c:28]([CH3:34])[n:27][n:26]([CH2:24][CH3:25])[cH:30]2)=[O:32])[n:6]1. Reactants: COC(OC)OC, CO, NCC(O)COc1ccc(OCc2ccccc2)cc1, O=C1CN(C(c2ccccc2)c2ccccc2)C1. The product is OC(CN=C1CN(C(c2ccccc2)c2ccccc2)C1)COc1ccc(OCc2ccccc2)cc1. Reaction SMILES: [CH3:39][O:40][CH:41]([O:42][CH3:43])[O:44][CH3:45].[CH3:46][OH:47].[NH2:1][CH2:2][CH:3]([CH2:4][O:5][c:6]1[cH:7][cH:8][c:9]([O:12][CH2:13][c:14]2[cH:15][cH:16][cH:17][cH:18][cH:19]2)[cH:10][cH:11]1)[OH:20].[c:21]1([CH:27]([N:28]2[CH2:29][C:30](=[O:32])[CH2:31]2)[c:33]2[cH:34][cH:35][cH:36][cH:37][cH:38]2)[cH:22][cH:23][cH:24][cH:25][cH:26]1>>[N:1]([CH2:2][CH:3]([CH2:4][O:5][c:6]1[cH:7][cH:8][c:9]([O:12][CH2:13][c:14]2[cH:15][cH:16][cH:17][cH:18][cH:19]2)[cH:10][cH:11]1)[OH:20])=[C:30]1[CH2:29][N:28]([CH:27]([c:21]2[cH:22][cH:23][cH:24][cH:25][cH:26]2)[c:33]2[cH:34][cH:35][cH:36][cH:37][cH:38]2)[CH2:31]1.